This data is from the Open Reaction Database (ORD), a public repository of structured organic reaction records. The task is: describe an organic reaction: reactants, conditions, products, and yield Starting materials: CC(=O)NCC1CN(c2ccc(C3CCN(C(=O)COCc4ccccc4)CC3)cc2)C(=O)O1, CO. The product is CC(=O)NCC1CN(c2ccc(C3CCN(C(=O)CO)CC3)cc2)C(=O)O1. RXN SMILES: [CH2:1]([c:2]1[cH:3][cH:4][cH:5][cH:6][cH:7]1)[O:8][CH2:9][C:10](=[O:11])[N:12]1[CH2:13][CH2:14][CH:15]([c:18]2[cH:19][cH:20][c:21]([N:24]3[C:25](=[O:34])[O:26][CH:27]([CH2:29][NH:30][C:31]([CH3:32])=[O:33])[CH2:28]3)[cH:22][cH:23]2)[CH2:16][CH2:17]1.[CH3:35][OH:36]>>[OH:8][CH2:9][C:10](=[O:11])[N:12]1[CH2:13][CH2:14][CH:15]([c:18]2[cH:19][cH:20][c:21]([N:24]3[C:25](=[O:34])[O:26][CH:27]([CH2:29][NH:30][C:31]([CH3:32])=[O:33])[CH2:28]3)[cH:22][cH:23]2)[CH2:16][CH2:17]1. Reactants: S1C(=CC=C1)C=1NC(=CC1)C=1SC=CC1 (2,5-dithienylpyrrole), B(F)(F)F.CCOCC (boron trifluoride etherate), C(C)(=O)OC(C)=O (Acetic anhydride). The solvent is C(Cl)Cl (methylene chloride), C(Cl)Cl (methylene chloride), C(Cl)(Cl)Cl (chloroform). Conditions: temperature 0 celsius, time 2 minute. Product: C(C)(=O)C1=C(NC(=C1)C=1SC=CC1)C=1SC=CC1 (3-acetyl-2,5-dithienylpyrrole). The yield is 22.7%. As a reaction SMILES: [C:1](OC(=O)C)(=[O:3])[CH3:2].B(F)(F)F.CCOCC.[S:17]1[CH:21]=[CH:20][CH:19]=[C:18]1[C:22]1[NH:23][C:24]([C:27]2[S:28][CH:29]=[CH:30][CH:31]=2)=[CH:25][CH:26]=1>C(Cl)Cl.C(Cl)(Cl)Cl>[C:1]([C:25]1[CH:26]=[C:22]([C:18]2[S:17][CH:21]=[CH:20][CH:19]=2)[NH:23][C:24]=1[C:27]1[S:28][CH:29]=[CH:30][CH:31]=1)(=[O:3])[CH3:2] |f:1.2|. Procedure: Acetic anhydride (75 μL, 1.75 mmol) was dissolved in 2 mL of anhydrous methylene chloride and stirred for 2 minutes at 0° C. under nitrogen. To this stirred mixture was added boron trifluoride etherate (185 μL, 1.5 mmol), followed by the addition of 1.5 mmol 2,5-dithienylpyrrole in 1 mL of anhydrous methylene chloride. The resultant dark green solution was stirred at 0° C. for 15 minutes and room temperature for 1 hour. The solution was diluted with chloroform (50 mL) and washed four times with ... Reactants: CN(CC(C(C1=CC=CC=C1)C1=CC=CC=C1)O)C (3-dimethylamino-1,1-diphenyl-propan-2-ol), Cl.C(C)N(CCCC(=O)O)CC (4-diethylaminobutyric acid hydrochloride), C1(CCCCC1)N=C=NC1CCCCC1 (dicyclohexylcarbodiimide), C(=O)(NC1CCCCC1)NC1CCCCC1 (Dicyclohexylurea). The solvent is ClCCl (dichloromethane). The product is C(C)N(CCCC(=O)[O-])CC (4-diethylaminobutyrate), CN(CC(C(C1=CC=CC=C1)C1=CC=CC=C1)O)C (3-dimethylamino-1,1-diphenyl-propan-2-ol). RXN SMILES: [CH3:1][N:2]([CH3:19])[CH2:3][CH:4]([OH:18])[CH:5]([C:12]1[CH:17]=[CH:16][CH:15]=[CH:14][CH:13]=1)[C:6]1[CH:11]=[CH:10][CH:9]=[CH:8][CH:7]=1.Cl.[CH2:21]([N:23]([CH2:30][CH3:31])[CH2:24][CH2:25][CH2:26][C:27]([OH:29])=[O:28])[CH3:22].C1(N=C=NC2CCCCC2)CCCCC1.C(NC1CCCCC1)(NC1CCCCC1)=O>ClCCl>[CH2:30]([N:23]([CH2:21][CH3:22])[CH2:24][CH2:25][CH2:26][C:27]([O-:29])=[O:28])[CH3:31].[CH3:19][N:2]([CH3:1])[CH2:3][CH:4]([OH:18])[CH:5]([C:12]1[CH:13]=[CH:14][CH:15]=[CH:16][CH:17]=1)[C:6]1[CH:11]=[CH:10][CH:9]=[CH:8][CH:7]=1 |f:1.2|. Procedure details: A solution of 3-dimethylamino-1,1-diphenyl-propan-2-ol (2 55g) 4-diethylaminobutyric acid hydrochloride (1 95g.) and dicyclohexylcarbodiimide (2.1g.) in dichloromethane (50 ml) was stirred at room temperature for 5 days Dicyclohexylurea was filtered off and the filtrate concentrated. The residue was dissolved in dilute hydrochloric acid and ether. The acid extract was basified; isolation through ether in the normal manner gave an oil which was chromatographed as alumina (200g.). Elution with pro... The reactants are ClC1=CC=C(C=C1)C(C)=O (1-(4-chlorophenyl)ethanone), ice, BrC=1C=NC=C(C1)Cl (3-bromo-5-chloropyridine), CC(C)(C)[O-].[Na+] (sodium 2-methylpropan-2-olate), CC1(C2=CC=CC(=C2OC=2C(=CC=CC12)P(C1=CC=CC=C1)C1=CC=CC=C1)P(C1=CC=CC=C1)C1=CC=CC=C1)C ((9,9-dimethyl-9H-xanthene-4,5-diyl)bis(diphenylphosphine)). Reagents/catalysts: C(C)(=O)O[Pd]OC(C)=O (diacetoxypalladium). Solvent: C1CCOC1 (THF), CCOC(=O)C (EtOAc), Cl (HCl), CCOCC (Et2O). Reaction conditions: temperature 70 celsius. The product is ClC1=CC=C(C=C1)C(CC=1C=NC=C(C1)Cl)=O (1-(4-Chlorophenyl)-2-(5-chloropyridin-3-yl)ethanone). Reaction SMILES: [Cl:1][C:2]1[CH:7]=[CH:6][C:5]([C:8](=[O:10])[CH3:9])=[CH:4][CH:3]=1.Br[C:12]1[CH:13]=[N:14][CH:15]=[C:16]([Cl:18])[CH:17]=1.CC([O-])(C)C.[Na+].CC1(C)C2C=CC=C(P(C3C=CC=CC=3)C3C=CC=CC=3)C=2OC2C1=CC=CC=2P(C1C=CC=CC=1)C1C=CC=CC=1>C1COCC1.Cl.C(O[Pd]OC(=O)C)(=O)C.CCOCC.CCOC(C)=O>[Cl:1][C:2]1[CH:7]=[CH:6][C:5]([C:8](=[O:10])[CH2:9][C:12]2[CH:13]=[N:14][CH:15]=[C:16]([Cl:18])[CH:17]=2)=[CH:4][CH:3]=1 |f:2.3|. Procedure: 1-(4-chlorophenyl)ethanone (17.22 ml, 133 mmol) was added to an ice cold solution of 3-bromo-5-chloropyridine (24.3 g, 126 mmol) and sodium 2-methylpropan-2-olate (30.3 g, 316 mmol) in THF (158 ml) under an argon atmosphere. (9,9-dimethyl-9H-xanthene-4,5-diyl)bis(diphenylphosphine) (0.731 g, 1.263 mmol) and diacetoxypalladium (0.283 g, 1.263 mmol) were then added and the solution was heated to 70° C. for 1.5 hours. The solution was cooled to rt and diluted with ice, 2N HCl (95 mL) followed by Et...